From a dataset of the Open Reaction Database (ORD), a public repository of structured organic reaction records. describe an organic reaction: reactants, conditions, products, and yield Reactants: sodium dihydro-bis(2-methoxyethoxy)-aluminate, CC=1C=C(C(=O)OC)C(=CC1)SC1=CC=CC=C1 (methyl 3-methyl-6-(phenylthio)-benzoate), ice water. Solvent: C1=CC=CC=C1 (benzene), C1=CC=CC=C1 (benzene), 2-N, Cl (hydrochloric acid), Cl (hydrochloric acid), O1CCCC1 (tetrahydrofuran). Run at time 3 hour. Yields the product CC=1C=C(CO)C(=CC1)SC1=CC=CC=C1 (3-methyl-6-(phenylthio)-benzyl alcohol). Reaction SMILES: [CH3:1][C:2]1[CH:3]=[C:4]([C:9]([S:12][C:13]2[CH:18]=[CH:17][CH:16]=[CH:15][CH:14]=2)=[CH:10][CH:11]=1)[C:5](OC)=[O:6]>O1CCCC1.C1C=CC=CC=1.Cl>[CH3:1][C:2]1[CH:3]=[C:4]([C:9]([S:12][C:13]2[CH:18]=[CH:17][CH:16]=[CH:15][CH:14]=2)=[CH:10][CH:11]=1)[CH2:5][OH:6]. Reported procedure: 322.5 g of methyl 3-methyl-6-(phenylthio)-benzoate in 3 litres of absolute tetrahydrofuran are treated dropwise over a period of 30 minutes under argon and under reflux with 420 ml of a 70% sodium-dihydro-bis(2-methoxyethoxy)-aluminate solution in benzene and the mixture is boiled for a further 3 hours under reflux. Then the mixture is cooled to ca 4° C, diluted with 1 litre of benzene, hydrolysed with 700 ml of 2-N hydrochloric acid, then poured on to ice-water and treated with a further 400 ml... Starting materials: ONC(C1=CC(=CC=C1)S(N)(=O)=O)=N (N-hydroxy-3-sulfamoyl-benzamidine), CC1=NC(=NC(=C1)C1=CC=C(C=C1)C(F)(F)F)C(=O)O (4-methyl-6-(4-trifluoromethyl-phenyl)-pyrimidine-2-carboxylic acid). Product: CC1=NC(=NC(=C1)C1=CC=C(C=C1)C(F)(F)F)C1=NC(=NO1)C=1C=C(C=CC1)S(=O)(=O)N (3-{5-[4-Methyl-6-(4-trifluoromethyl-phenyl)-pyrimidin-2-yl]-[1,2,4]oxadiazol-3-yl}-benzenesulfonamide), solid. Yield: 42.0%. RXN SMILES: [OH:1][NH:2][C:3](=[NH:14])[C:4]1[CH:9]=[CH:8][CH:7]=[C:6]([S:10](=[O:13])(=[O:12])[NH2:11])[CH:5]=1.[CH3:15][C:16]1[CH:21]=[C:20]([C:22]2[CH:27]=[CH:26][C:25]([C:28]([F:31])([F:30])[F:29])=[CH:24][CH:23]=2)[N:19]=[C:18]([C:32](O)=O)[N:17]=1>>[CH3:15][C:16]1[CH:21]=[C:20]([C:22]2[CH:23]=[CH:24][C:25]([C:28]([F:31])([F:29])[F:30])=[CH:26][CH:27]=2)[N:19]=[C:18]([C:32]2[O:1][N:2]=[C:3]([C:4]3[CH:5]=[C:6]([S:10]([NH2:11])(=[O:12])=[O:13])[CH:7]=[CH:8][CH:9]=3)[N:14]=2)[N:17]=1. Procedure: The title compound was prepared from N-hydroxy-3-sulfamoyl-benzamidine [CAS-No. 9000-88-7] (0.16 g, 0.74 mmol) and 4-methyl-6-(4-trifluoromethyl-phenyl)-pyrimidine-2-carboxylic acid (example D.8) (0.14 g, 0.50 mmol) according to the general procedure V. Obtained as a white solid (0.097 g, 42%). MS (ISP) 462.1 [(M+H)+]; mp 240.5° C. The reactants are C(C=C)Br (allylbromide), COC=1C=CC=C2CCC(CC12)=O (8-methoxy-2-tetralone), C(C=C)Br (allyl bromide), [Li+].CC(C)[N-]C(C)C (LDA). Run in C1CCOC1 (THF). Run at time 2 hour. Product: COC=1C=CC=C2CCC(C(C12)CC1CC1)=O (1,2,3,4-Tetrahydro-8-methoxy-1-(cyclopropylmethyl)-2-oxo-naphthalene). Yield: 97.7%. RXN SMILES: [CH3:1][O:2][C:3]1[CH:4]=[CH:5][CH:6]=[C:7]2[C:12]=1[CH2:11][C:10](=[O:13])[CH2:9][CH2:8]2.[Li+].CC([N-][CH:19]([CH3:21])[CH3:20])C.[CH2:22](Br)C=C>C1COCC1>[CH3:1][O:2][C:3]1[CH:4]=[CH:5][CH:6]=[C:7]2[C:12]=1[CH:11]([CH2:22][CH:19]1[CH2:20][CH2:21]1)[C:10](=[O:13])[CH2:9][CH2:8]2 |f:1.2|. Procedure: To a solution of 3.52 g (20 mmol) 8-methoxy-2-tetralone in 50 mL THF in a three-neck round-bottomed flask, equipped with a gas inlet and septum, was added 14.3 mL LDA (22 mmol, 1.5M in cyclohexane) at -30° C. under a nitrogen atmosphere. The solution was allowed to warm to 0° C. over a thirty-minute period and 2.4 mL (24 mmol) allyl bromide was added. TLC analysis was used to monitor the reaction. After stirring for two hours, the TLC analysis appeared to show little progress. The reaction mixtu... Reactants: ClC1=NC(=C2N=CN(C2=N1)[C@H]1[C@@H]([C@@H]([C@H](C1)NC(=O)COC(C)=O)O)O)Cl (Acetic acid [(1S,2R,3S,4R)-4-(2,6-dichloro-purin-9-yl)-2,3-dihydroxy-cyclopentyl-carbamoyl]-methyl ester), NCC(C1=CC=C(C=C1)O)C1=CC=C(C=C1)O (4,4′-(2-aminoethylidene)bis-phenol), CCN(C(C)C)C(C)C (DIPEA). The solvent is C1CCOC1 (THF), C(C)(=O)OCC (ethyl acetate). Run at temperature 50 celsius, time 8 hour. The product is OC1=CC=C(C=C1)C(CNC1=C2N=CN(C2=NC(=N1)Cl)[C@H]1[C@@H]([C@@H]([C@H](C1)NC(=O)COC(C)=O)O)O)C1=CC=C(C=C1)O (Acetic acid ((1S,2R,3S,4R)-4-{6-[2,2-bis-(4-hydroxy-phenyl)-ethylamino]-2-chloro-purin-9-yl}-2,3-dihydroxy-cyclopentylcarbamoyl)-methyl ester). Reaction SMILES: [Cl:1][C:2]1[N:10]=[C:9]2[C:5]([N:6]=[CH:7][N:8]2[C@@H:11]2[CH2:15][C@H:14]([NH:16][C:17]([CH2:19][O:20][C:21](=[O:23])[CH3:22])=[O:18])[C@@H:13]([OH:24])[C@H:12]2[OH:25])=[C:4](Cl)[N:3]=1.[NH2:27][CH2:28][CH:29]([C:37]1[CH:42]=[CH:41][C:40]([OH:43])=[CH:39][CH:38]=1)[C:30]1[CH:35]=[CH:34][C:33]([OH:36])=[CH:32][CH:31]=1.CCN(C(C)C)C(C)C>C1COCC1.C(OCC)(=O)C>[OH:36][C:33]1[CH:34]=[CH:35][C:30]([CH:29]([C:37]2[CH:38]=[CH:39][C:40]([OH:43])=[CH:41][CH:42]=2)[CH2:28][NH:27][C:4]2[N:3]=[C:2]([Cl:1])[N:10]=[C:9]3[C:5]=2[N:6]=[CH:7][N:8]3[C@@H:11]2[CH2:15][C@H:14]([NH:16][C:17]([CH2:19][O:20][C:21](=[O:23])[CH3:22])=[O:18])[C@@H:13]([OH:24])[C@H:12]2[OH:25])=[CH:31][CH:32]=1. Reported procedure: Acetic acid [(1S,2R,3S,4R)-4-(2,6-dichloro-purin-9-yl)-2,3-dihydroxy-cyclopentyl-carbamoyl]-methyl ester (Intermediate ZJ; 1 equivalent) and 4,4′-(2-aminoethylidene)bis-phenol (1.1 equivalents; prepared as described by Schelkun, R. M. et al. Bioorg. Med. Chem. Lett. (1999), 9(16), pp 2447-2452) are combined in dry THF and treated with DIPEA (1.2 equivalents) and stirred at 50° C. overnight. The reaction is diluted with ethyl acetate and washed consecutively with water (×2) and brine, before dryi... The yield is 85.0%. Run in O (water), CN(C=O)C (dimethylformamide). Procedure details: To a solution of 2.0 g of 4-amino-N-(2,6-dimethylphenyl)benzamide in dimethylformamide were added 1 ml of pyridine followed by 710 μl of acetyl chloride. The reaction was stirrred at room temperature for 2 hours, diluted with water, and chilled to approximately 4° C. The title product was recovered by filtration in 85% yield, m.p. 293°-295° C. Run at temperature 4 celsius, time 2 hour. Reactants: NC1=CC=C(C(=O)NC2=C(C=CC=C2C)C)C=C1 (4-amino-N-(2,6-dimethylphenyl)benzamide), N1=CC=CC=C1 (pyridine), C(C)(=O)Cl (acetyl chloride). The product is C(C)(=O)NC1=CC=C(C(=O)NC2=C(C=CC=C2C)C)C=C1 (4-(Acetylamino)-N-(2,6-dimethylphenyl)benzamide). As a reaction SMILES: [NH2:1][C:2]1[CH:18]=[CH:17][C:5]([C:6]([NH:8][C:9]2[C:14]([CH3:15])=[CH:13][CH:12]=[CH:11][C:10]=2[CH3:16])=[O:7])=[CH:4][CH:3]=1.N1C=CC=CC=1.[C:25](Cl)(=[O:27])[CH3:26]>CN(C)C=O.O>[C:25]([NH:1][C:2]1[CH:18]=[CH:17][C:5]([C:6]([NH:8][C:9]2[C:14]([CH3:15])=[CH:13][CH:12]=[CH:11][C:10]=2[CH3:16])=[O:7])=[CH:4][CH:3]=1)(=[O:27])[CH3:26]. Starting materials: ice water, Cl (HCl), C(=O)=O (carbon dioxide), FC(F)(F)SC1=CC=C(C=O)C=C1 (4-trifluoromethylsulfanyl-benzaldehyde), C(CC(=O)O)(=O)O (malonic acid), N1CCCCC1 (piperidine). Solvent: N1=CC=CC=C1 (pyridine). Product: FC(F)(F)SC1=CC=C(C=C1)C=CC(=O)O (3-(4-Trifluoromethylsulfanyl-phenyl)-acrylic acid). Reaction SMILES: [F:1][C:2]([S:5][C:6]1[CH:13]=[CH:12][C:9]([CH:10]=O)=[CH:8][CH:7]=1)([F:4])[F:3].C(O)(=O)[CH2:15][C:16]([OH:18])=[O:17].N1CCCCC1.C(=O)=O.Cl>N1C=CC=CC=1>[F:1][C:2]([S:5][C:6]1[CH:13]=[CH:12][C:9]([CH:10]=[CH:15][C:16]([OH:18])=[O:17])=[CH:8][CH:7]=1)([F:4])[F:3]. Procedure: A mixture of 5.42 g (26.3 mmol) 4-trifluoromethylsulfanyl-benzaldehyde, 3.12 g (30.0 mmol) malonic acid, 0.26 g (3.0 mmol) piperidine and 12.0 ml pyridine was kept at reflux temperature until carbon dioxide development ceased (5 h). The reaction mixture was poured into a solution of 50 ml ice water and 15 ml 6N HCl. The precipitate was isolated, washed with water, then with n-heptane and dried at 50° C. Yield: 5.9 g (85%) 3-(4-Trifluoromethylsulfanyl-phenyl)-acrylic acid.